Dataset: the Open Reaction Database (ORD), a public repository of structured organic reaction records. Task: describe an organic reaction: reactants, conditions, products, and yield The reactants are ClC1=NC=C(C=C1CCC(=O)C1=CC(=C(C=C1)Cl)Cl)S(=O)(=O)C (3-[2-chloro-5-(methylsulfonyl)-3-pyridinyl]-1-(3,4-dichlorophenyl)propan-1-one), [H-].C(C(C)C)[Al+]CC(C)C.C1(=CC=CC=C1)C (diisobutylaluminum hydride toluene). Solvent: C(Cl)Cl (methylene chloride). Reaction conditions: temperature 0 celsius, time 5 minute. The product is ClC=1C=C(C=CC1Cl)C1CCC=2C(=NC=C(C2)S(=O)(=O)C)O1 (2-(3,4-dichlorophenyl)-3,4-dihydro-6-(methylsulfonyl)-2H-pyrano[2,3-b]pyridine). As a reaction SMILES: Cl[C:2]1[C:7]([CH2:8][CH2:9][C:10]([C:12]2[CH:17]=[CH:16][C:15]([Cl:18])=[C:14]([Cl:19])[CH:13]=2)=[O:11])=[CH:6][C:5]([S:20]([CH3:23])(=[O:22])=[O:21])=[CH:4][N:3]=1.[H-].C([Al+]CC(C)C)C(C)C.C1(C)C=CC=CC=1>C(Cl)Cl>[Cl:19][C:14]1[CH:13]=[C:12]([CH:10]2[O:11][C:2]3=[N:3][CH:4]=[C:5]([S:20]([CH3:23])(=[O:22])=[O:21])[CH:6]=[C:7]3[CH2:8][CH2:9]2)[CH:17]=[CH:16][C:15]=1[Cl:18] |f:1.2.3|. Procedure: A solution of 0.39 g of 3-[2-chloro-5-(methylsulfonyl)-3-pyridinyl]-1-(3,4-dichlorophenyl)propan-1-one in 15 ml of methylene chloride was cooled to -70° C. under nitrogen and then a solution of 1.0 ml of 1.5M diisobutylaluminum hydride/toluene was added dropwise over 3 minutes while keeping the temperature below -65° C. After an additional 5 minutes, the mixture was quenched by careful addition of 1.5 ml of a mixture consisting of 10% water, 40% acetic acid and 50% ether. The reaction mixture wa... Starting materials: CC1(C(N(CC1)C1=NN(C=C1NC(=O)C=1N=C(OC1)C1=CC(=NC=C1)N(C(OC(C)(C)C)=O)CC(F)(F)F)C)=O)C (tert-butyl (4-(4-((3-(3,3-dimethyl-2-oxopyrrolidin-1-yl)-1-methyl-1H-pyrazol-4-yl)carbamoyl)-1,3-oxazol-2-yl)pyridin-2-yl)(2,2,2-trifluoroethyl)carbamate), C(C)OC(C)=O.Cl (hydrogen chloride ethyl acetate). Solvent: CO (methanol), C(C)(=O)OCC (ethyl acetate). Yields the product Cl.CC1(C(N(CC1)C1=NN(C=C1NC(=O)C=1N=C(OC1)C1=CC(=NC=C1)NCC(F)(F)F)C)=O)C (N-(3-(3,3-dimethyl-2-oxopyrrolidin-1-yl)-1-methyl-1H-pyrazol-4-yl)-2-(2-((2,2,2-trifluoroethyl)amino)pyridin-4-yl)-1,3-oxazole-4-carboxamide hydrochloride). RXN SMILES: [CH3:1][C:2]1([CH3:41])[CH2:6][CH2:5][N:4]([C:7]2[C:11]([NH:12][C:13]([C:15]3[N:16]=[C:17]([C:20]4[CH:25]=[CH:24][N:23]=[C:22]([N:26]([CH2:34][C:35]([F:38])([F:37])[F:36])C(=O)OC(C)(C)C)[CH:21]=4)[O:18][CH:19]=3)=[O:14])=[CH:10][N:9]([CH3:39])[N:8]=2)[C:3]1=[O:40].C(OC(=O)C)C.[ClH:48]>CO.C(OCC)(=O)C>[ClH:48].[CH3:1][C:2]1([CH3:41])[CH2:6][CH2:5][N:4]([C:7]2[C:11]([NH:12][C:13]([C:15]3[N:16]=[C:17]([C:20]4[CH:25]=[CH:24][N:23]=[C:22]([NH:26][CH2:34][C:35]([F:36])([F:38])[F:37])[CH:21]=4)[O:18][CH:19]=3)=[O:14])=[CH:10][N:9]([CH3:39])[N:8]=2)[C:3]1=[O:40] |f:1.2,5.6|. Procedure details: A solution of tert-butyl (4-(4-((3-(3,3-dimethyl-2-oxopyrrolidin-1-yl)-1-methyl-1H-pyrazol-4-yl)carbamoyl)-1,3-oxazol-2-yl)pyridin-2-yl)(2,2,2-trifluoroethyl)carbamate (280 mg) and 4M hydrogen chloride ethyl acetate solution (4.0 mL) in methanol (1.0 mL) was stirred at room temperature for 3 hr. The reaction mixture was diluted with ethyl acetate (3.0 mL), and the precipitated solid was collected by filtration, washed with ethyl acetate, and dried under reduced pressure to give the title compoun... Starting materials: Clc1ccc(Br)nc1, [Li]CCCC, CCCCCC, CC(C)NC(C)C, [Na+], O=C=O, C1CCOC1, [OH-], O. The product is O=C(O)c1cc(Br)ncc1Cl. Reaction SMILES: [Br:13][c:14]1[n:15][cH:16][c:17]([Cl:20])[cH:18][cH:19]1.[CH2:8]([Li:9])[CH2:10][CH2:11][CH3:12].[CH3:31][CH2:32][CH2:33][CH2:34][CH2:35][CH3:36].[CH:1]([NH:2][CH:3]([CH3:4])[CH3:5])([CH3:6])[CH3:7].[Na+:25].[O:21]=[C:22]=[O:23].[O:26]1[CH2:27][CH2:28][CH2:29][CH2:30]1.[OH-:24].[OH2:37]>>[Br:13][c:14]1[n:15][cH:16][c:17]([Cl:20])[c:18]([C:22](=[O:21])[OH:23])[cH:19]1. Reactants: CO (methanol), Cl (HCl), COC(=O)C1=CN=C(S1)N1CCN(CC1)CCO (2-[4-(2-hydroxyethyl)-piperazin-1-yl]-thiazole-5-carboxylic acid methyl ester), Cl.NO (hydroxylamine hydrochloride), C[O-].[Na+] (sodium methoxide). Run in O1CCOCC1 (1,4-dioxane). Conditions: time 2 hour. Yields the product ONC(=O)C1=CN=C(S1)N1CCN(CC1)CCO (2-(4-(2-hydroxyethyl)-piperazin-1-yl)-thiazole-5-carboxylic acid hydroxyamide). As a reaction SMILES: C[O:2][C:3]([C:5]1[S:9][C:8]([N:10]2[CH2:15][CH2:14][N:13]([CH2:16][CH2:17][OH:18])[CH2:12][CH2:11]2)=[N:7][CH:6]=1)=O.Cl.[NH2:20][OH:21].C[O-].[Na+].CO.Cl>O1CCOCC1>[OH:21][NH:20][C:3]([C:5]1[S:9][C:8]([N:10]2[CH2:15][CH2:14][N:13]([CH2:16][CH2:17][OH:18])[CH2:12][CH2:11]2)=[N:7][CH:6]=1)=[O:2] |f:1.2,3.4|. Procedure details: To a solution of compound 15c (125 mg, 0.461 mmol) in 1,4-dioxane (2 mL) were added hydroxylamine hydrochloride (320 mg, 4.61 mmol) and a freshly prepared solution of sodium methoxide in methanol (159 mg, 6.91 mmol of sodium dissolved in 1.5 mL of methanol) under a N2 atmosphere. The reaction mixture was stirred at room temperature for 2 h. The reaction mixture was acidified to pH˜6 with 1M HCl and the formed precipitates were filtered off. The filtrate was diluted with ethyl acetate (5 mL) and ... Starting materials: ClCCl, [Cl-], Nc1ccc(Cl)cc1C(=O)O, O=S(=O)(O)c1ccc(Cl)cc1, c1ccncc1. Product: O=C(O)c1cc(Cl)ccc1NS(=O)(=O)c1ccc(Cl)cc1. RXN SMILES: [CH2:24]([Cl:25])[Cl:26].[Cl-:1].[Cl:13][c:14]1[cH:15][cH:16][c:17]([NH2:23])[c:18]([C:19](=[O:20])[OH:21])[cH:22]1.[Cl:2][c:3]1[cH:4][cH:5][c:6]([S:9](=[O:10])(=[O:11])[OH:12])[cH:7][cH:8]1.[cH:27]1[cH:28][cH:29][n:30][cH:31][cH:32]1>>[Cl:2][c:3]1[cH:4][cH:5][c:6]([S:9](=[O:11])(=[O:12])[NH:23][c:17]2[cH:16][cH:15][c:14]([Cl:13])[cH:22][c:18]2[C:19](=[O:20])[OH:21])[cH:7][cH:8]1. The reactants are ClC=1C=C(N=C(C2=CC=CC=C2)C)C=CC1 (m-Chloro-N-(α-methyl benzylidene) aniline). The reagents and catalysts are [Pd] (Pd/C). The solvent is C(C)O (ethanol). The product is ClC=1C=C(NC(C2=CC=CC=C2)C)C=CC1 (m-Chloro-N-(α-methyl benzyl) aniline). RXN SMILES: [Cl:1][C:2]1[CH:3]=[C:4]([CH:14]=[CH:15][CH:16]=1)[N:5]=[C:6]([CH3:13])[C:7]1[CH:12]=[CH:11][CH:10]=[CH:9][CH:8]=1>[Pd].C(O)C>[Cl:1][C:2]1[CH:3]=[C:4]([CH:14]=[CH:15][CH:16]=1)[NH:5][CH:6]([CH3:13])[C:7]1[CH:12]=[CH:11][CH:10]=[CH:9][CH:8]=1. Reported procedure: m-Chloro-N-(α-methyl benzylidene) aniline (XIX) (24 g) prepared by the procedure described in example XXVIIA was hydrogenated using 5% Pd/C as the catalyst and 95% ethanol as the solvent. m-Chloro-N-(α-methyl benzyl) aniline (XX) was obtained by fractional distillation. XX had a boiling point of 133° C. at 0.15 millimeter. Starting materials: CC=1C=C(C(=O)OCC)C=CC1CCCC=O (ethyl 3-methyl-4-(4-oxobutyl)benzoate), OC1(CCCCC1)CCN1C(SCC1=O)CCCC1=CC=C(C(=O)O)C=C1 (4-{3-[3-[2-(1-Hydroxycyclohexyl)ethyl]-4-oxo-2-thiazolidinyl]propyl}benzoic Acid). Product: OC1(CCCCC1)CCN1C(SCC1=O)CCCC1=C(C=C(C(=O)OCC)C=C1)C (Ethyl 4-{3-[3-[2-(1-Hydroxycyclohexyl)ethyl]-4-oxo-2-thiazolidinyl]propyl}-3-methylbenzoate). As a reaction SMILES: [CH3:1][C:2]1[CH:3]=[C:4]([CH:10]=[CH:11][C:12]=1[CH2:13][CH2:14][CH2:15][CH:16]=O)[C:5]([O:7][CH2:8][CH3:9])=[O:6].[OH:18][C:19]1([CH2:25][CH2:26][N:27]2[C:31](=[O:32])[CH2:30][S:29]C2CCCC2C=CC(C(O)=O)=CC=2)[CH2:24][CH2:23][CH2:22][CH2:21][CH2:20]1>>[OH:18][C:19]1([CH2:25][CH2:26][N:27]2[C:31](=[O:32])[CH2:30][S:29][CH:16]2[CH2:15][CH2:14][CH2:13][C:12]2[CH:11]=[CH:10][C:4]([C:5]([O:7][CH2:8][CH3:9])=[O:6])=[CH:3][C:2]=2[CH3:1])[CH2:24][CH2:23][CH2:22][CH2:21][CH2:20]1. Reported procedure: This compound is prepared by the method described in Example 2, Step B, except that an equivalent quantity of ethyl 3-methyl-4-(4-oxobutyl)benzoate is substituted for the ethyl 4-(4-oxobutyl)benzoate of Example 2, Step B. The title compound is obtained as a viscous, yellow oil. The reactants are C([O-])([O-])=O.[Cs+].[Cs+] (Cesium carbonate), CC1=CC=C(C=C1)S(=O)(=O)OCCOCCF (2-(2-fluoroethoxy)ethyl 4-methylbenzenesulfonate), ClC1=C(C=C(C=C1)[C@@H]1O[C@@H]([C@H]([C@@H]([C@H]1O)O)O)CO)CC1=CC=C(C=C1)O ((2S,3R,4R,5S,6R)-2-(4-chloro-3-(4-hydroxybenzyl)phenyl)-6-(hydroxymethyl)tetrahydro-2H-pyran-3,4,5-triol), ClC1=C(C=C(C=C1)[C@@H]1O[C@@H]([C@H]([C@@H]([C@H]1O)O)O)CO)CC1=CC=C(C=C1)O ((2S,3R,4R,5S,6R)-2-(4-chloro-3-(4-hydroxybenzyl)phenyl)-6-(hydroxymethyl)tetrahydro-2H-pyran-3,4,5-triol). Run in C(C)OCC (diethyl ether), CN(C)C=O (DMF), CN(C)C=O (DMF). Reaction conditions: time 48 hour. The product is ClC1=C(C=C(C=C1)[C@@H]1O[C@@H]([C@H]([C@@H]([C@H]1O)O)O)CO)CC1=CC=C(C=C1)OCCOCCF ((2S,3R,4R,5S,6R)-2-(4-chloro-3-(4-(2-(2-fluoroethoxy)ethoxy)benzyl)phenyl)-6-(hydroxymethyl)tetrahydro-2H-pyran-3,4,5-triol). Yield: 6.4%. RXN SMILES: CC1C=CC(S(O[CH2:12][CH2:13][O:14][CH2:15][CH2:16][F:17])(=O)=O)=CC=1.[Cl:18][C:19]1[CH:24]=[CH:23][C:22]([C@H:25]2[C@H:30]([OH:31])[C@@H:29]([OH:32])[C@H:28]([OH:33])[C@@H:27]([CH2:34][OH:35])[O:26]2)=[CH:21][C:20]=1[CH2:36][C:37]1[CH:42]=[CH:41][C:40]([OH:43])=[CH:39][CH:38]=1.C(=O)([O-])[O-].[Cs+].[Cs+]>CN(C=O)C.C(OCC)C>[Cl:18][C:19]1[CH:24]=[CH:23][C:22]([C@H:25]2[C@H:30]([OH:31])[C@@H:29]([OH:32])[C@H:28]([OH:33])[C@@H:27]([CH2:34][OH:35])[O:26]2)=[CH:21][C:20]=1[CH2:36][C:37]1[CH:38]=[CH:39][C:40]([O:43][CH2:12][CH2:13][O:14][CH2:15][CH2:16][F:17])=[CH:41][CH:42]=1 |f:2.3.4|. Reported procedure: 2-(2-fluoroethoxy)ethyl 4-methylbenzenesulfonate (52 mg, 0.19 mmol) dissolved in anhydrous DMF (3 mL) was added to a flask containing (2S,3R,4R,5S,6R)-2-(4-chloro-3-(4-hydroxybenzyl)phenyl)-6-(hydroxymethyl)tetrahydro-2H-pyran-3,4,5-triol (intermediate D1) (57 mg, 0.15 mmol) in DMF (3 mL) at room temperature. Cesium carbonate (0.12 g, 0.36 mmol) was added to the flask, and the resulting mixture was stirred at room temperature for 48 hr. The reaction mixture was diluted with diethyl ether (50 mL)... The reactants are C([O-])([O-])=O.[Cs+].[Cs+] (Cesium carbonate), CC=1NC=2C(=NC=CC2)N1 (2-methylimidazo[4,5-b]pyridine), C(=O)(OC)C(OC1=C(C=C(CBr)C=C1CCC)CCC)C1=CC2=C(C=C1)OCO2 (4-(1-carbomethoxy-l-(3,4-methylenedioxy-phenyl)methoxy)-3,5-dipropylbenzylbromide). Run in CN(C)C=O (DMF), CN(C)C=O (DMF). Conditions: temperature 50 celsius, time 15 minute. The product is C(=O)(OC)C(OC1=C(C=C(C=C1CCC)CN1C(=NC=2C1=NC=CC2)C)CCC)C2=CC1=C(C=C2)OCO1 (3-[4-(1-carbomethoxy-1-(3,4-methylenedioxy-phenyl)-methoxy)-3,5-dipropylphenylmethyl]-2-methyl-3H-imidazo[4,5-b]pyridine). Yield: 37.4%. Reaction SMILES: C(=O)([O-])[O-].[Cs+].[Cs+].[CH3:7][C:8]1[NH:9][C:10]2[C:11]([N:16]=1)=[N:12][CH:13]=[CH:14][CH:15]=2.[C:17]([CH:21]([C:37]1[CH:42]=[CH:41][C:40]2[O:43][CH2:44][O:45][C:39]=2[CH:38]=1)[O:22][C:23]1[C:30]([CH2:31][CH2:32][CH3:33])=[CH:29][C:26]([CH2:27]Br)=[CH:25][C:24]=1[CH2:34][CH2:35][CH3:36])([O:19][CH3:20])=[O:18]>CN(C=O)C>[C:17]([CH:21]([C:37]1[CH:42]=[CH:41][C:40]2[O:43][CH2:44][O:45][C:39]=2[CH:38]=1)[O:22][C:23]1[C:30]([CH2:31][CH2:32][CH3:33])=[CH:29][C:26]([CH2:27][N:16]2[C:11]3=[N:12][CH:13]=[CH:14][CH:15]=[C:10]3[N:9]=[C:8]2[CH3:7])=[CH:25][C:24]=1[CH2:34][CH2:35][CH3:36])([O:19][CH3:20])=[O:18] |f:0.1.2|. Reported procedure: Cesium carbonate (294 mg, 0.902 mmol) was added to 2-methylimidazo[4,5-b]pyridine (60 mg, 0.451 mmol) in DMF (2 mL) at room temperature under nitrogen. After stirring at 50° C. for 15 min, a solution of 4-(1-carbomethoxy-1-(3,4-methylenedioxyphenyl)methoxy)-3,5-dipropylbenzyl bromide (from Step C) (27 1 mg, 0.585 mmol) in DMF (2 mL) was added and the mixture stirred at 50° C. for 12 h. After cooling to room temperature, the mixture was poured onto ice/water and extracted with ethyl acetate (4 ti...